From a dataset of the Open Reaction Database (ORD), a public repository of structured organic reaction records. describe an organic reaction: reactants, conditions, products, and yield Starting materials: N1C[C@H](CC1)/C=C/C=1C=NC=NC1 ((R)-5-((E)-2-pyrrolidin-3-ylvinyl)pyrimidine), C(C1=CC(=O)NC(=O)N1)(=O)O (orotic acid). The solvent is C(C)#N (acetonitrile). Run at temperature 50 celsius. Yields the product C(C1=CC(=O)NC(=O)N1)(=O)O.N1C[C@H](CC1)/C=C/C=1C=NC=NC1 ((R)-5-((E)-2-Pyrrolidin-3-ylvinyl)pyrimidine mono-orotate). Reaction SMILES: [NH:1]1[CH2:5][CH2:4][C@H:3](/[CH:6]=[CH:7]/[C:8]2[CH:9]=[N:10][CH:11]=[N:12][CH:13]=2)[CH2:2]1.[C:14]([OH:24])(=[O:23])[C:15]1[NH:22][C:20](=[O:21])[NH:19][C:17](=[O:18])[CH:16]=1>C(#N)C>[C:14]([OH:24])(=[O:23])[C:15]1[NH:22][C:20](=[O:21])[NH:19][C:17](=[O:18])[CH:16]=1.[NH:1]1[CH2:5][CH2:4][C@H:3](/[CH:6]=[CH:7]/[C:8]2[CH:13]=[N:12][CH:11]=[N:10][CH:9]=2)[CH2:2]1 |f:3.4|. Procedure: (R)-5-((E)-2-pyrrolidin-3-ylvinyl)pyrimidine free base (189 mg, 1.077 mmol, freshly prepared) was dissolved in acetonitrile (5 ml). The solution was then treated with 1.1 eq. of an orotic acid solution (1M in ethanol) at ambient temperature. The mixture was warmed up to 50° C. and cooled down slowly to ambient temperature overnight. The solid obtained was filtered and dried under suction before being analysed by XRPD, and 1H-NMR. The XRPD diffractogram of (R)-5-((E)-2-pyrrolidin-3-ylvinyl)pyrimi... Starting materials: NCC(=O)N1[C@H](CC[C@H]1C1=CC=CC=C1)C1=CC=CC=C1 (cis-1-(2-aminoacetyl)-2,5-diphenylpyrrolidine), CC=1C=C(C=CC1)N=C=O (3-methylphenyl isocyanate). The solvent is O1CCCC1 (tetrahydrofuran). Product: C1(=CC=CC=C1)C1N(C(CC1)C1=CC=CC=C1)C(CNC(=O)NC1=CC(=CC=C1)C)=O ((2RS,5SR)-1-[2-(2,5-diphenyl-1-pyrrolidinyl)-2-oxoethyl]-3-(3-methylphenyl)urea). RXN SMILES: [NH2:1][CH2:2][C:3]([N:5]1[C@H:9]([C:10]2[CH:15]=[CH:14][CH:13]=[CH:12][CH:11]=2)[CH2:8][CH2:7][C@@H:6]1[C:16]1[CH:21]=[CH:20][CH:19]=[CH:18][CH:17]=1)=[O:4].[CH3:22][C:23]1[CH:24]=[C:25]([N:29]=[C:30]=[O:31])[CH:26]=[CH:27][CH:28]=1>O1CCCC1>[C:16]1([CH:6]2[CH2:7][CH2:8][CH:9]([C:10]3[CH:11]=[CH:12][CH:13]=[CH:14][CH:15]=3)[N:5]2[C:3](=[O:4])[CH2:2][NH:1][C:30]([NH:29][C:25]2[CH:26]=[CH:27][CH:28]=[C:23]([CH3:22])[CH:24]=2)=[O:31])[CH:21]=[CH:20][CH:19]=[CH:18][CH:17]=1. Procedure: By proceeding in a fashion similar to that described in Example 2, but starting from 2 g of cis-1-(2-aminoacetyl)-2,5-diphenylpyrrolidine and 0.9 cm3 of 3-methylphenyl isocyanate in solution in 25 cm3 of anhydrous tetrahydrofuran, 1.4 g of (2RS,5SR)-1-[2-(2,5-diphenyl-1-pyrrolidinyl)-2-oxoethyl]-3-(3-methylphenyl)urea, melting at 168° C., are obtained after recrystallization in 2-propanol. Starting materials: BrC=1C=C2C=CN(C(C2=CC1Cl)=O)CC1=CC=C(C=C1)OC (6-Bromo-7-chloro-2-(4-methoxy-benzyl)-2H-isoquinolin-1-one), C(C)(C)(C)OC(=O)N1CCC(CC1)SC=1C=C2C=CN=CC2=CC1Cl (4-(7-Chloro-isoquinolin-6-ylsulfanyl)-piperidine-1-carboxylic acid tert-butyl ester), ClC1=C(C=C2C=CNC(C2=C1)=O)SC1CCNCC1 (7-Chloro-6-(piperidin-4-ylsulfanyl)-2H-isoquinolin-1-one). Product: C(C)(C)(C)OC(=O)N1CCC(CC1)SC=1C=C2C=CN(C(C2=CC1Cl)=O)CC1=CC=C(C=C1)OC (4-[7-Chloro-2-(4-methoxy-benzyl)-1-oxo-1,2-dihydro-isoquinolin-6-ylsulfanyl]-piperidine-1-carboxylic acid tert-butyl ester). Reaction SMILES: Br[C:2]1[CH:3]=[C:4]2[C:9](=[CH:10][C:11]=1[Cl:12])[C:8](=[O:13])[N:7]([CH2:14][C:15]1[CH:20]=[CH:19][C:18]([O:21][CH3:22])=[CH:17][CH:16]=1)[CH:6]=[CH:5]2.[C:23]([O:27][C:28]([N:30]1[CH2:35][CH2:34][CH:33]([S:36]C2C=C3C(=CC=2Cl)C=NC=C3)[CH2:32][CH2:31]1)=[O:29])([CH3:26])([CH3:25])[CH3:24].ClC1C=C2C(C=CNC2=O)=CC=1SC1CCNCC1>>[C:23]([O:27][C:28]([N:30]1[CH2:35][CH2:34][CH:33]([S:36][C:2]2[CH:3]=[C:4]3[C:9](=[CH:10][C:11]=2[Cl:12])[C:8](=[O:13])[N:7]([CH2:14][C:15]2[CH:20]=[CH:19][C:18]([O:21][CH3:22])=[CH:17][CH:16]=2)[CH:6]=[CH:5]3)[CH2:32][CH2:31]1)=[O:29])([CH3:26])([CH3:24])[CH3:25]. Procedure: Starting from 7-Chloro-6-fluoro-2-(4-methoxy-benzyl)-2H-isoquinolin-1-one (264) 4-[7-Chloro-2-(4-methoxy-benzyl)-1-oxo-1,2-dihydro-isoquinolin-6-ylsulfanyl]-piperidine-1-carboxylic acid tert-butyl ester could be obtained as described for compound (274). 7-Chloro-6-(piperidin-4-ylsulfanyl)-2H-isoquinolin-1-one. Reactants: ClC=1N=NC(=CN1)C1=C(C=CC=C1)F (3-chloro-6-(o-fluorophenyl)-1,2,4-triazine), O.NN (hydrazine hydrate), ice water. Run in N1=CC=CC=C1 (pyridine). Run at temperature 60 celsius. The product is FC1=C(C=CC=C1)C1=CN=C(N=N1)NN (6-(o-fluorophenyl)-3-hydrazino-1,2,4-triazine). RXN SMILES: Cl[C:2]1[N:3]=[N:4][C:5]([C:8]2[CH:13]=[CH:12][CH:11]=[CH:10][C:9]=2[F:14])=[CH:6][N:7]=1.O.[NH2:16][NH2:17]>N1C=CC=CC=1>[F:14][C:9]1[CH:10]=[CH:11][CH:12]=[CH:13][C:8]=1[C:5]1[N:4]=[N:3][C:2]([NH:16][NH2:17])=[N:7][CH:6]=1 |f:1.2|. Reported procedure: A 17.9 g. portion of 3-chloro-6-(o-fluorophenyl)-1,2,4-triazine is dissolved in 120 ml. of pyridine and cooled in an ice bath. An 8.5 g. portion of hydrazine hydrate is added and the mixture is heated at 60° C. for one hour and then cooled, poured into ice water and filtered giving 6-(o-fluorophenyl)-3-hydrazino-1,2,4-triazine as yellow plates.